From a dataset of the Open Reaction Database (ORD), a public repository of structured organic reaction records. describe an organic reaction: reactants, conditions, products, and yield The product is ClC=1C=CC(=NC1)NC=O (N-(5-Chloro-pyridin-2-yl)-formamide). As a reaction SMILES: [NH2:1][C:2]1[CH:7]=[CH:6][C:5]([Cl:8])=[CH:4][N:3]=1.[CH:9](O)=[O:10]>>[Cl:8][C:5]1[CH:6]=[CH:7][C:2]([NH:1][CH:9]=[O:10])=[N:3][CH:4]=1. Reported procedure: Was prepared according to Example 2 from 2-amino-5-chloropyridine and formic acid. Starting materials: NC1=NC=C(C=C1)Cl (2-amino-5-chloropyridine), C(=O)O (formic acid). Starting materials: BrC1=CC=CC(=N1)CN1N=NC(=C1)C(=O)OC (methyl 1-[(6-bromopyridin-2-yl)methyl]-1H-1,2,3-triazole-4-carboxylate), NC=1SC(=CC1C(=O)N)C1=C(C=C(C=C1F)C(C)(C)O)F (2-amino-5-[2,6-difluoro-4-(1-hydroxy-1-methylethyl)phenyl]thiophene-3-carboxamide). Product: NC(=O)C1=C(SC(=C1)C1=C(C=C(C=C1F)C(C)(C)O)F)NC1=CC=CC(=N1)CN1N=NC(=C1)C(=O)OC (Methyl 1-{[6-({3-(aminocarbonyl)-5-[2,6-difluoro-4-(1-hydroxy-1-methylethyl)phenyl]-2-thienyl}amino)pyridin-2-yl]methyl}-1H-1,2,3-triazole-4-carboxylate). Reaction SMILES: Br[C:2]1[N:7]=[C:6]([CH2:8][N:9]2[CH:13]=[C:12]([C:14]([O:16][CH3:17])=[O:15])[N:11]=[N:10]2)[CH:5]=[CH:4][CH:3]=1.[NH2:18][C:19]1[S:20][C:21]([C:27]2[C:32]([F:33])=[CH:31][C:30]([C:34]([OH:37])([CH3:36])[CH3:35])=[CH:29][C:28]=2[F:38])=[CH:22][C:23]=1[C:24]([NH2:26])=[O:25]>>[NH2:26][C:24]([C:23]1[CH:22]=[C:21]([C:27]2[C:32]([F:33])=[CH:31][C:30]([C:34]([OH:37])([CH3:36])[CH3:35])=[CH:29][C:28]=2[F:38])[S:20][C:19]=1[NH:18][C:2]1[N:7]=[C:6]([CH2:8][N:9]2[CH:13]=[C:12]([C:14]([O:16][CH3:17])=[O:15])[N:11]=[N:10]2)[CH:5]=[CH:4][CH:3]=1)=[O:25]. Reported procedure: The title compound was prepared as described in Example 1 using methyl 1-[(6-bromopyridin-2-yl)methyl]-1H-1,2,3-triazole-4-carboxylate (357 mg, 1.20 mmol) and 2-amino-5-[2,6-difluoro-4-(1-hydroxy-1-methylethyl)phenyl]thiophene-3-carboxamide (375 mg, 1.20 mmol) as starting materials. Reactants: C(C)(=O)O[C@@H]1C([C@@H]2CC[C@]3([C@@]4(CC[C@@]5([C@@H]([C@H]4CC[C@@H]3[C@]2(CC1)C)[C@@H](CC5)C(=C)C)C(N[C@H]5C([C@H](C5)C(=O)N5CCCCC5)(C)C)=O)C)C)(C)C ((1R,3aS,5aR,5bR,7aR,9S,11aR,11bR,13aR,13bR)-3a-((1R,3S)-2,2-dimethyl-3-(piperidine-1-carbonyl)cyclobutylcarbamoyl)-5a,5b,8,8,11a-pentamethyl-1-(prop-1-en-2-yl)icosahydro-1H-cyclopenta[a]chrysen-9-yl acetate), [OH-].[Na+] (NaOH). The solvent is CO.C1CCOC1 (MeOH THF). Reaction conditions: time 16 hour. Yields the product CC1([C@@H](C[C@@H]1C(=O)N1CCCCC1)NC(=O)[C@]12[C@@H]([C@H]3CC[C@@H]4[C@]5(CC[C@@H](C([C@@H]5CC[C@]4([C@@]3(CC1)C)C)(C)C)O)C)[C@@H](CC2)C(=C)C)C ((1R,3aS,5aR,5bR,7aR,9S,11aR,11bR,13aR,13bR)-N-((1R,3S)-2,2-dimethyl-3-(piperidine-1-carbonyl)cyclobutyl)-9-hydroxy-5a,5b,8,8,11a-pentamethyl-1-(prop-1-en-2-yl)icosahydro-1H-cyclopenta[a]chrysene-3a-carboxamide). Yield: 74.6%. As a reaction SMILES: C([O:4][C@H:5]1[CH2:22][CH2:21][C@@:20]2([CH3:23])[C@@H:7]([CH2:8][CH2:9][C@:10]3([CH3:48])[C@@H:19]2[CH2:18][CH2:17][C@H:16]2[C@@:11]3([CH3:47])[CH2:12][CH2:13][C@@:14]3([C:30](=[O:46])[NH:31][C@@H:32]4[CH2:35][C@H:34]([C:36]([N:38]5[CH2:43][CH2:42][CH2:41][CH2:40][CH2:39]5)=[O:37])[C:33]4([CH3:45])[CH3:44])[CH2:26][CH2:25][C@@H:24]([C:27]([CH3:29])=[CH2:28])[C@@H:15]32)[C:6]1([CH3:50])[CH3:49])(=O)C.[OH-].[Na+]>CO.C1COCC1>[CH3:44][C:33]1([CH3:45])[C@@H:34]([C:36]([N:38]2[CH2:39][CH2:40][CH2:41][CH2:42][CH2:43]2)=[O:37])[CH2:35][C@H:32]1[NH:31][C:30]([C@:14]12[CH2:26][CH2:25][C@@H:24]([C:27]([CH3:29])=[CH2:28])[C@@H:15]1[C@@H:16]1[C@@:11]([CH3:47])([CH2:12][CH2:13]2)[C@@:10]2([CH3:48])[C@@H:19]([C@:20]3([CH3:23])[C@@H:7]([CH2:8][CH2:9]2)[C:6]([CH3:49])([CH3:50])[C@@H:5]([OH:4])[CH2:22][CH2:21]3)[CH2:18][CH2:17]1)=[O:46] |f:1.2,3.4|. Reported procedure: To a stirred solution of (1R,3aS,5aR,5bR,7aR,9S,11aR,11bR,13aR,13bR)-3a-((1R,3S)-2,2-dimethyl-3-(piperidine-1-carbonyl)cyclobutylcarbamoyl)-5a,5b,8,8,11a-pentamethyl-1-(prop-1-en-2-yl)icosahydro-1H-cyclopenta[a]chrysen-9-yl acetate (Example 46, 0.400 g, 0.579 mmol) in MeOH:THF (2:1) (30 ml) 2N NaOH (10 ml) was added at 0° C. and allowed to stir at room temperature for about 16 hours. After completion of the reaction (monitored by TLC), the volatile was evaporated and the aqueous layer was extrac...